From a dataset of the Open Reaction Database (ORD), a public repository of structured organic reaction records. describe an organic reaction: reactants, conditions, products, and yield Starting materials: COC1=CC=C(C=C1)OCC1CO1 (glycidyl 4-methoxyphenyl ether), N1CCC(CC1)CNC(=O)N1C(N(C2=C1C=CC=C2)C)=O (3-methyl-2-oxo-2,3-dihydro-benzimidazole-1-carboxylic acid (piperidin-4-ylmethyl)-amide). The product is N1CCC(CC1)CNC(=O)N1C(N(C2=C1C=CC=C2)C(C)C)=O (3-isopropyl-2-oxo-2,3-dihydro-benzimidazole-1-carboxylic acid (piperidin-4-ylmethyl)-amide), O1CC1COC1=CC=CC=C1 (1,2-epoxy-3-phenoxypropane), title compound. Reaction SMILES: [NH:1]1[CH2:6][CH2:5][CH:4]([CH2:7][NH:8][C:9]([N:11]2[C:15]3C=CC=[CH:19][C:14]=3[N:13](C)[C:12]2=[O:21])=[O:10])[CH2:3][CH2:2]1.CO[C:24]1[CH:29]=[CH:28][C:27]([O:30][CH2:31][CH:32]2[O:34][CH2:33]2)=[CH:26][CH:25]=1>>[NH:1]1[CH2:6][CH2:5][CH:4]([CH2:7][NH:8][C:9]([N:11]2[C:29]3[CH:28]=[CH:27][CH:26]=[CH:25][C:24]=3[N:13]([CH:14]([CH3:15])[CH3:19])[C:12]2=[O:21])=[O:10])[CH2:3][CH2:2]1.[O:34]1[CH:32]([CH2:31][O:30][C:27]2[CH:26]=[CH:25][CH:24]=[CH:29][CH:28]=2)[CH2:33]1. Procedure: The procedure given in Example 104 was followed using 3-methyl-2-oxo-2,3-dihydro-benzimidazole-1-carboxylic acid (piperidin-4-ylmethyl)-amide and glycidyl 4-methoxyphenyl ether as a reactant, instead of 3-isopropyl-2-oxo-2,3-dihydro-benzimidazole-1-carboxylic acid (piperidin-4-ylmethyl)-amide and 1,2-epoxy-3-phenoxypropane, to give the title compound. Reactants: CCO, COC(=O)CCSCc1ccc(-c2oncc2NC(=O)OC(C)c2ccccc2Cl)cc1, Cl. Yields the product CC(OC(=O)Nc1cnoc1-c1ccc(CSCCC(=O)O)cc1)c1ccccc1Cl. Reaction SMILES: [CH3:34][CH2:35][OH:36].[Cl:1][c:2]1[c:3]([CH:8]([CH3:9])[O:10][C:11](=[O:12])[NH:13][c:14]2[cH:15][n:16][o:17][c:18]2-[c:19]2[cH:20][cH:21][c:22]([CH2:23][S:24][CH2:25][CH2:26][C:27](=[O:28])[O:29][CH3:30])[cH:31][cH:32]2)[cH:4][cH:5][cH:6][cH:7]1.[ClH:33]>>[Cl:1][c:2]1[c:3]([CH:8]([CH3:9])[O:10][C:11](=[O:12])[NH:13][c:14]2[cH:15][n:16][o:17][c:18]2-[c:19]2[cH:20][cH:21][c:22]([CH2:23][S:24][CH2:25][CH2:26][C:27](=[O:28])[OH:29])[cH:31][cH:32]2)[cH:4][cH:5][cH:6][cH:7]1. Reactants: C(=O)([O-])[O-].[Na+].[Na+] (Na2CO3), ClC1=NC=C(C(=N1)NC1CC2C(CN(C2)C(=O)OC(C)(C)C)C1)Cl (tert-butyl 5-[(2,5-dichloropyrimidin-4-yl)amino]-hexahydro-1H-cyclopenta[c]pyrrole-2-carboxylate), CN1N=C(C=C1C)N (1,5-dimethylpyrazol-3-amine), FC(C(=O)O)(F)F (trifluoroacetic acid). The solvent is O1CCOCC1 (1,4-dioxane). Conditions: temperature 100 celsius, time 8 hour. Product: ClC=1C(=NC(=NC1)NC1=NN(C(=C1)C)C)NC1CC2C(CN(C2)C(=O)OC(C)(C)C)C1 (tert-butyl 5-((5-chloro-2-((1,5-dimethyl-1H-pyrazol-3-yl)amino)pyrimidin-4-yl)amino)hexahydrocyclopenta[c]pyrrole-2(1H)-carboxylate). Yield: 19.0%. Reaction SMILES: Cl[C:2]1[N:7]=[C:6]([NH:8][CH:9]2[CH2:23][CH:12]3[CH2:13][N:14]([C:16]([O:18][C:19]([CH3:22])([CH3:21])[CH3:20])=[O:17])[CH2:15][CH:11]3[CH2:10]2)[C:5]([Cl:24])=[CH:4][N:3]=1.[CH3:25][N:26]1[C:30]([CH3:31])=[CH:29][C:28]([NH2:32])=[N:27]1.FC(F)(F)C(O)=O.C([O-])([O-])=O.[Na+].[Na+]>O1CCOCC1>[Cl:24][C:5]1[C:6]([NH:8][CH:9]2[CH2:23][CH:12]3[CH2:13][N:14]([C:16]([O:18][C:19]([CH3:22])([CH3:21])[CH3:20])=[O:17])[CH2:15][CH:11]3[CH2:10]2)=[N:7][C:2]([NH:32][C:28]2[CH:29]=[C:30]([CH3:31])[N:26]([CH3:25])[N:27]=2)=[N:3][CH:4]=1 |f:3.4.5|. Procedure: To a solution of tert-butyl 5-[(2,5-dichloropyrimidin-4-yl)amino]-hexahydro-1H-cyclopenta[c]pyrrole-2-carboxylate (1.29 g, 3.46 mmol) and 1,5-dimethylpyrazol-3-amine (0.80 g, 7.20 mmol) in 1,4-dioxane (20 mL) was added trifluoroacetic acid (2.01 g, 17.60 mmol). The reaction mixture was stirred at 100° C. overnight and adjusted to pH=10 with a saturated Na2CO3 solution, then extracted with EtOAc (100 mL×3). The combined organic phases were washed with brine (50 mL), dried over anhydrous Na2SO4, f... The reactants are CN(CC=O)C(=O)Nc1nnc(CCl)s1, Cl, O. The product is CN1CC(O)N(c2nnc(CCl)s2)C1=O. As a reaction SMILES: [CH3:1][N:2]([C:3](=[O:4])[NH:5][c:6]1[s:7][c:8]([CH2:11][Cl:12])[n:9][n:10]1)[CH2:13][CH:14]=[O:15].[ClH:16].[OH2:17]>>[CH3:1][N:2]1[C:3](=[O:4])[N:5]([c:6]2[s:7][c:8]([CH2:11][Cl:12])[n:9][n:10]2)[CH:14]([OH:15])[CH2:13]1. Starting materials: COC(=O)c1cccc2nc(-c3cccc(CNCCN(C)C)c3)oc12, CCO, [NH4+], O. The product is CN(C)CCNCc1cccc(-c2nc3cccc(C(N)=O)c3o2)c1. Reaction SMILES: [CH3:1][N:2]([CH2:3][CH2:4][NH:5][CH2:6][c:7]1[cH:8][c:9](-[c:13]2[o:14][c:15]3[c:16]([n:17]2)[cH:18][cH:19][cH:20][c:21]3[C:22](=[O:23])[O:24][CH3:25])[cH:10][cH:11][cH:12]1)[CH3:26].[CH3:29][CH2:30][OH:31].[NH4+:28].[OH2:27]>>[CH3:1][N:2]([CH2:3][CH2:4][NH:5][CH2:6][c:7]1[cH:8][c:9](-[c:13]2[o:14][c:15]3[c:16]([n:17]2)[cH:18][cH:19][cH:20][c:21]3[C:22](=[O:23])[NH2:28])[cH:10][cH:11][cH:12]1)[CH3:26]. Reactants: COC(=O)C=Cc1cnc(NC2CCN(Cc3ccccc3N(C)C)C2)cn1, CO, [Na+], [OH-]. Yields the product CN(C)c1ccccc1CN1CCC(Nc2cnc(C=CC(=O)O)cn2)C1. RXN SMILES: [CH3:1][N:2]([c:3]1[c:4]([CH2:5][N:6]2[CH2:7][CH:8]([NH:11][c:12]3[n:13][cH:14][c:15]([CH:18]=[CH:19][C:20](=[O:21])[O:22][CH3:23])[n:16][cH:17]3)[CH2:9][CH2:10]2)[cH:24][cH:25][cH:26][cH:27]1)[CH3:28].[CH3:31][OH:32].[Na+:30].[OH-:29]>>[CH3:1][N:2]([c:3]1[c:4]([CH2:5][N:6]2[CH2:7][CH:8]([NH:11][c:12]3[n:13][cH:14][c:15]([CH:18]=[CH:19][C:20](=[O:21])[OH:22])[n:16][cH:17]3)[CH2:9][CH2:10]2)[cH:24][cH:25][cH:26][cH:27]1)[CH3:28]. Reactants: ClC=1N=NC(=CC1)C1=CC=C(C=C1)NC(C)=O (3-chloro-6-(4-acetylaminophenyl)pyridazine), C(C)(C)N1CCNCC1 (1-isopropylpiperazine). The product is C(C)(C)N1CCN(CC1)C1=CC=C(N=N1)C1=CC=C(C=C1)NC(C)=O (N-{4-[6-(4-Isopropylpiperazin-1-yl)pyridazin-3-yl]phenyl}acetamide). As a reaction SMILES: Cl[C:2]1[N:3]=[N:4][C:5]([C:8]2[CH:13]=[CH:12][C:11]([NH:14][C:15](=[O:17])[CH3:16])=[CH:10][CH:9]=2)=[CH:6][CH:7]=1.[CH:18]([N:21]1[CH2:26][CH2:25][NH:24][CH2:23][CH2:22]1)([CH3:20])[CH3:19]>>[CH:18]([N:21]1[CH2:26][CH2:25][N:24]([C:2]2[N:3]=[N:4][C:5]([C:8]3[CH:13]=[CH:12][C:11]([NH:14][C:15](=[O:17])[CH3:16])=[CH:10][CH:9]=3)=[CH:6][CH:7]=2)[CH2:23][CH2:22]1)([CH3:20])[CH3:19]. Procedure: The title compound was prepared by a similar procedure to that described in Example 1, starting from 3-chloro-6-(4-acetylaminophenyl)pyridazine and 1-isopropylpiperazine.